Dataset: the Open Reaction Database (ORD), a public repository of structured organic reaction records. Task: describe an organic reaction: reactants, conditions, products, and yield Reaction SMILES: [CH3:15][OH:16].[CH3:1][O:2][C:3]([CH:4]=[CH:5][c:6]1[cH:7][cH:8][c:9]([O:12][CH3:13])[cH:10][cH:11]1)=[O:14].[Pd:17]>>[CH3:1][O:2][C:3]([CH2:4][CH2:5][c:6]1[cH:7][cH:8][c:9]([O:12][CH3:13])[cH:10][cH:11]1)=[O:14]. Product: COC(=O)CCc1ccc(OC)cc1. The reactants are CO, COC(=O)C=Cc1ccc(OC)cc1, [Pd]. Reactants: [C-]#[O+], [Si](CC)(CC)CC, c1c(cc2c(c1OCc1ccccc1)CN(CC2)C(OC(C)(C)C)=O)Br. Reagents/catalysts: c1ccc(cc1)-c2c3ccccc3cc4ccccc24 (9-Phenylanthracene), CCN(C(C)C)C(C)C (DIPEA), c12c(P(c3ccccc3)c3ccccc3)cccc1C(c1c(O2)c(P(c2ccccc2)c2ccccc2)ccc1)(C)C (Xant), C(O[Pd]OC(C)=O)(C)=O (Pd(OAc)2). Solvent: CN(C)C=O  (DMF). Reaction conditions: temperature 80 celsius, time 18 hour. The product is CC(C)(C)OC(=O)N1CCc2cc(C=O)cc(OCc3ccccc3)c2C1. As a reaction SMILES: [CH3:1][C:2]([O:5][C:6]([N:8]1[CH2:25][c:24]([c:11]2[CH2:10][CH2:9]1)[c:15]([O:16][CH2:17][c:18]3[cH:23][cH:22][cH:21][cH:20][cH:19]3)[cH:14][c:13](Br)[cH:12]2)=[O:7])([CH3:4])[CH3:3].[C-:26]#[O+:27].CC[SiH](CC)CC>>[CH3:1][C:2]([O:5][C:6]([N:8]1[CH2:25][c:24]([c:11]2[CH2:10][CH2:9]1)[c:15]([O:16][CH2:17][c:18]3[cH:23][cH:22][cH:21][cH:20][cH:19]3)[cH:14][c:13]([CH:26]=[O:27])[cH:12]2)=[O:7])([CH3:4])[CH3:3]. Reactants: Cc1ccc2c(c1)CCN2, COc1cc2ncnc(Cl)c2cc1OC. The product is COc1cc2ncnc(N3CCc4cc(C)ccc43)c2cc1OC. RXN SMILES: [CH3:1][c:2]1[cH:3][c:4]2[c:8]([cH:9][cH:10]1)[NH:7][CH2:6][CH2:5]2.[Cl:11][c:12]1[n:13][cH:14][n:15][c:16]2[cH:17][c:18]([O:24][CH3:25])[c:19]([O:22][CH3:23])[cH:20][c:21]12>>[CH3:1][c:2]1[cH:3][c:4]2[c:8]([cH:9][cH:10]1)[N:7]([c:12]1[n:13][cH:14][n:15][c:16]3[cH:17][c:18]([O:24][CH3:25])[c:19]([O:22][CH3:23])[cH:20][c:21]13)[CH2:6][CH2:5]2. Reactants: O=C(Cl)c1ccccc1, CN1CCOCC1, CN(C)c1ccncc1, CCOC(C)=O, CC1NC(=O)OC1=O. Yields the product CC1C(=O)OC(=O)N1C(=O)c1ccccc1. Reaction SMILES: [C:16]([c:17]1[cH:18][cH:19][cH:20][cH:21][cH:22]1)(=[O:23])[Cl:24].[CH3:1][N:2]1[CH2:3][CH2:4][O:5][CH2:6][CH2:7]1.[CH3:25][N:26]([CH3:27])[c:28]1[cH:29][cH:30][n:31][cH:32][cH:33]1.[CH3:34][CH2:35][O:36][C:37](=[O:38])[CH3:39].[CH3:8][CH:9]1[NH:10][C:11](=[O:15])[O:12][C:13]1=[O:14]>>[CH3:8][CH:9]1[N:10]([C:16]([c:17]2[cH:18][cH:19][cH:20][cH:21][cH:22]2)=[O:23])[C:11](=[O:15])[O:12][C:13]1=[O:14]. Starting materials: Cc1ccc(N2CCN(C(=O)c3ccc(Br)cc3S(C)(=O)=O)CC2)c(C)c1, CC1NC(=O)OC1c1ccccc1. Yields the product Cc1ccc(N2CCN(C(=O)c3ccc(N4C(=O)OC(c5ccccc5)C4C)cc3S(C)(=O)=O)CC2)c(C)c1. As a reaction SMILES: [Br:1][c:2]1[cH:3][c:4]([S:24](=[O:25])(=[O:26])[CH3:27])[c:5]([C:8](=[O:9])[N:10]2[CH2:11][CH2:12][N:13]([c:16]3[c:17]([CH3:23])[cH:18][c:19]([CH3:22])[cH:20][cH:21]3)[CH2:14][CH2:15]2)[cH:6][cH:7]1.[CH3:28][CH:29]1[NH:30][C:31](=[O:40])[O:32][CH:33]1[c:34]1[cH:35][cH:36][cH:37][cH:38][cH:39]1>>[c:2]1([N:30]2[CH:29]([CH3:28])[CH:33]([c:34]3[cH:35][cH:36][cH:37][cH:38][cH:39]3)[O:32][C:31]2=[O:40])[cH:3][c:4]([S:24](=[O:25])(=[O:26])[CH3:27])[c:5]([C:8](=[O:9])[N:10]2[CH2:11][CH2:12][N:13]([c:16]3[c:17]([CH3:23])[cH:18][c:19]([CH3:22])[cH:20][cH:21]3)[CH2:14][CH2:15]2)[cH:6][cH:7]1. Starting materials: [OH-].[Na+] (sodium hydroxide), C(CC=C)N (But-3-enylamine), diethyl acetal, BrCCC=O (3-bromopropionaldehyde). Solvent: CO (methanol). Run at time 6 hour. Yields the product diethyl acetal, C(CC=C)NCCC=O (3-but-3-enylaminopropionaldehyde). Reaction SMILES: [CH2:1]([NH2:5])[CH2:2][CH:3]=[CH2:4].Br[CH2:7][CH2:8][CH:9]=[O:10].[OH-].[Na+]>CO>[CH2:1]([NH:5][CH2:7][CH2:8][CH:9]=[O:10])[CH2:2][CH:3]=[CH2:4] |f:2.3|. Procedure details: But-3-enylamine (1.0 mole), the diethyl acetal of 3-bromopropionaldehyde (1.0 mole) and methanol (100 ml) are charged into a glass reaction vessel equipped with a mechanical stirrer, thermometer and reflux condenser. The reaction mixture is heated at reflux with stirring for a period of about 6 hours. After this time the reaction mixture is cooled to room temperature and sodium hydroxide (20 grams) is added. The reaction mixture is then stirred for an additional period of about 16 hours. The mix... Starting materials: CCOC(=O)c1cccc(Br)c1, [Li]CCCC, [Cl-], [Cl-], Cl, FC(F)(F)c1ccc(-c2ccco2)cc1, C1CCOC1, [Zn+2]. Product: CCOC(=O)c1cccc(-c2ccc(-c3ccc(C(F)(F)F)cc3)o2)c1. As a reaction SMILES: [Br:21][c:22]1[cH:23][c:24]([C:25](=[O:26])[O:27][CH2:28][CH3:29])[cH:30][cH:31][cH:32]1.[CH2:16]([Li:17])[CH2:18][CH2:19][CH3:20].[Cl-:39].[Cl-:41].[ClH:33].[F:1][C:2]([c:3]1[cH:4][cH:5][c:6](-[c:9]2[o:10][cH:11][cH:12][cH:13]2)[cH:7][cH:8]1)([F:14])[F:15].[O:34]1[CH2:35][CH2:36][CH2:37][CH2:38]1.[Zn+2:40]>>[F:1][C:2]([c:3]1[cH:4][cH:5][c:6](-[c:9]2[o:10][c:11](-[c:22]3[cH:23][c:24]([C:25](=[O:26])[O:27][CH2:28][CH3:29])[cH:30][cH:31][cH:32]3)[cH:12][cH:13]2)[cH:7][cH:8]1)([F:14])[F:15]. Starting materials: COc1ccc(Br)c(S)c1, O=C([O-])[O-], CI, [K+], [K+], CN(C)C=O. The product is COc1ccc(Br)c(SC)c1. As a reaction SMILES: [Br:1][c:2]1[c:3]([SH:10])[cH:4][c:5]([O:8][CH3:9])[cH:6][cH:7]1.[C:11](=[O:12])([O-:13])[O-:14].[CH3:17][I:18].[K+:15].[K+:16].[O:19]=[CH:20][N:21]([CH3:22])[CH3:23]>>[Br:1][c:2]1[c:3]([S:10][CH3:11])[cH:4][c:5]([O:8][CH3:9])[cH:6][cH:7]1. The product is O=Cc1ccc(-c2c[nH]cn2)cc1. As a reaction SMILES: [CH3:26][S:27]([CH3:28])=[O:29].[I:14]([c:15]1[cH:16][cH:17][cH:18][cH:19][c:20]1[C:21]([OH:22])=[O:23])(=[O:24])=[O:25].[nH:1]1[cH:2][n:3][c:4](-[c:6]2[cH:7][cH:8][c:9]([CH2:12][OH:13])[cH:10][cH:11]2)[cH:5]1>>[nH:1]1[cH:2][n:3][c:4](-[c:6]2[cH:7][cH:8][c:9]([CH:12]=[O:13])[cH:10][cH:11]2)[cH:5]1. Starting materials: CS(C)=O, O=C(O)c1ccccc1I(=O)=O, OCc1ccc(-c2c[nH]cn2)cc1.